describe an organic reaction: reactants, conditions, products, and yield From a dataset of the Open Reaction Database (ORD), a public repository of structured organic reaction records. The reactants are C(CCC)N1CCNCC1 (1-butylpiperazine), COC=1C(C(C1OC)=O)=O (3,4-dimethoxy-3-cyclobutene-1,2-dione). Solvent: C(C)O (ethanol), C(C)O (ethanol). Run at time 8 hour. Yields the product C(CCC)N1CCN(CC1)C=1C(C(C1N1CCN(CC1)CCCC)=O)=O (3,4-bis(4-butyl-1-piperazinyl)-3-cyclobutene-1,2-dione), crystals. Reaction SMILES: CO[C:3]1[C:4](=O)[C:5](=[O:9])[C:6]=1[O:7]C.[CH2:11]([N:15]1[CH2:20][CH2:19][NH:18][CH2:17][CH2:16]1)[CH2:12][CH2:13][CH3:14]>C(O)C>[CH2:11]([N:15]1[CH2:20][CH2:19][N:18]([C:3]2[C:6](=[O:7])[C:5](=[O:9])[C:4]=2[N:18]2[CH2:19][CH2:20][N:15]([CH2:11][CH2:12][CH2:13][CH3:14])[CH2:16][CH2:17]2)[CH2:17][CH2:16]1)[CH2:12][CH2:13][CH3:14]. Procedure details: To a solution of 0.9 grams of 3,4-dimethoxy-3-cyclobutene-1,2-dione dissolved in 10 ml. of absolute ethanol is added 1.8 grams of 1-butylpiperazine in 5 ml. of absolute ethanol. The reaction mixture is stirred overnight at room temperature under a nitrogen atmosphere. Then, the solvent is removed with a nitrogen stream, 5 ml. of anhydrous ethyl ether is added, and the resultant solid is filtered, washed with ethyl ether, and dried in air. The resulting product, 3,4-bis(4-butyl-1-piperazinyl)-3-c...